Task: describe an organic reaction: reactants, conditions, products, and yield. Dataset: the Open Reaction Database (ORD), a public repository of structured organic reaction records Reaction SMILES: [CH3:1][O:2][c:3]1[c:4]([NH:11][C:12]([CH2:13][CH:14]2[c:15]3[cH:16][cH:17][cH:18][cH:19][c:20]3[O:21][c:22]3[cH:23][cH:24][cH:25][cH:26][c:27]32)=[O:28])[c:5]([CH:9]=[CH2:10])[cH:6][cH:7][cH:8]1.[H:29][H:30].[O:31]1[CH2:32][CH2:33][CH2:34][CH2:35]1>>[CH3:1][O:2][c:3]1[c:4]([NH:11][C:12]([CH2:13][CH:14]2[c:15]3[cH:16][cH:17][cH:18][cH:19][c:20]3[O:21][c:22]3[cH:23][cH:24][cH:25][cH:26][c:27]32)=[O:28])[c:5]([CH2:9][CH3:10])[cH:6][cH:7][cH:8]1. The reactants are C=Cc1cccc(OC)c1NC(=O)CC1c2ccccc2Oc2ccccc21, [H][H], C1CCOC1. The product is CCc1cccc(OC)c1NC(=O)CC1c2ccccc2Oc2ccccc21. Reactants: C(C)(C)C1=C(OCCC(=O)OC(C)(C)C)C=CC=C1 (tert-butyl 3-(2-isopropylphenoxy)propionate), FC(C(=O)O)(F)F (trifluoroacetic acid). The solvent is ClCCl (dichloromethane). Reaction conditions: time 3 hour. Yields the product C(C)(C)C1=C(OCCC(=O)O)C=CC=C1 (3-(2-isopropylphenoxy)propionic acid). Yield: 92.7%. Reaction SMILES: [CH:1]([C:4]1[CH:19]=[CH:18][CH:17]=[CH:16][C:5]=1[O:6][CH2:7][CH2:8][C:9]([O:11]C(C)(C)C)=[O:10])([CH3:3])[CH3:2].FC(F)(F)C(O)=O>ClCCl>[CH:1]([C:4]1[CH:19]=[CH:18][CH:17]=[CH:16][C:5]=1[O:6][CH2:7][CH2:8][C:9]([OH:11])=[O:10])([CH3:3])[CH3:2]. Procedure: 3-(2-Isopropylphenoxy)propionic acid tert-butyl ester (10) (4.3 g) was dissolved in dichloromethane (40 mL), and to the mixture was added trifluoroacetic acid (4 mL). The reaction mixture was stirred at room temperature for 3 h, and evaporated. The obtained residue was purified by column chromatography (hexane:ethyl acetate=4:1) to obtain the compound (11) 3.14 g.